From a dataset of the Open Reaction Database (ORD), a public repository of structured organic reaction records. describe an organic reaction: reactants, conditions, products, and yield The reactants are C1=CC=C(C(=C1)O)S(=O)(=O)[O-].[Na+] (sodium phenolsulfonate), C1(C=2C(C(N1C(CC(=O)Cl)C)=O)=CC=CC2)=O (γ-phthalimidobutanoyl chloride). Run in C=1(C(=CC=CC1)C)C (xylene). Yields the product C1(C=2C(C(N1C(CC(=O)OC1=C(C=CC=C1)S(=O)(=O)[O-])C)=O)=CC=CC2)=O.[Na+] (Sodium γ-phthalimidobutanoyloxybenzenesulfonate). As a reaction SMILES: [CH:1]1[CH:6]=[C:5]([OH:7])[C:4]([S:8]([O-:11])(=[O:10])=[O:9])=[CH:3][CH:2]=1.[Na+:12].[C:13]1(=[O:29])[N:17]([CH:18]([CH3:23])[CH2:19][C:20](Cl)=[O:21])[C:16](=[O:24])[C:15]2=[CH:25][CH:26]=[CH:27][CH:28]=[C:14]12>C1(C)C(C)=CC=CC=1>[C:16]1(=[O:24])[N:17]([CH:18]([CH3:23])[CH2:19][C:20]([O:7][C:5]2[CH:6]=[CH:1][CH:2]=[CH:3][C:4]=2[S:8]([O-:11])(=[O:9])=[O:10])=[O:21])[C:13](=[O:29])[C:14]2=[CH:28][CH:27]=[CH:26][CH:25]=[C:15]12.[Na+:12] |f:0.1,4.5|. Procedure details: 148.0 g (755 mmol) of anhydrous sodium phenolsulfonate and 190.0 g (755 mmol) of γ-phthalimidobutanoyl chloride are reacted in 200 g of xylene at 140° C. for 4 hours and the mixture is worked up as in Example 1. The crude product is recrystallized from methanol and the white crystalline product is dried at 40° C. under a water pump vacuum.